Dataset: the Open Reaction Database (ORD), a public repository of structured organic reaction records. Task: describe an organic reaction: reactants, conditions, products, and yield Reactants: IC=1C=NN2C1N=C(C=C2C(F)(F)F)C2=CC=C(C=C2)C(F)(F)F (3-iodo-7-trifluoromethyl-5-(4-trifluoromethyl-phenyl)-pyrazolo[1,5-a]pyrimidine), C(#C)C1=CC=C(C=C1)C(C)(C)O (2-(4-ethynyl-phenyl)-propan-2-ol). Product: FC(C1=CC(=NC=2N1N=CC2C#CC2=CC=C(C=C2)C(C)(C)O)C2=CC=C(C=C2)C(F)(F)F)(F)F (2-{4-[7-Trifluoromethyl-5-(4-trifluoromethyl-phenyl)-pyrazolo[1,5-a]pyrimidin-3-ylethynyl]-phenyl}-propan-2-ol), solid. The yield is 60.0%. Reaction SMILES: I[C:2]1[CH:3]=[N:4][N:5]2[C:10]([C:11]([F:14])([F:13])[F:12])=[CH:9][C:8]([C:15]3[CH:20]=[CH:19][C:18]([C:21]([F:24])([F:23])[F:22])=[CH:17][CH:16]=3)=[N:7][C:6]=12.[C:25]([C:27]1[CH:32]=[CH:31][C:30]([C:33]([OH:36])([CH3:35])[CH3:34])=[CH:29][CH:28]=1)#[CH:26]>>[F:12][C:11]([F:14])([F:13])[C:10]1[N:5]2[N:4]=[CH:3][C:2]([C:26]#[C:25][C:27]3[CH:32]=[CH:31][C:30]([C:33]([OH:36])([CH3:34])[CH3:35])=[CH:29][CH:28]=3)=[C:6]2[N:7]=[C:8]([C:15]2[CH:20]=[CH:19][C:18]([C:21]([F:24])([F:23])[F:22])=[CH:17][CH:16]=2)[CH:9]=1. Procedure: The title compound was prepared from 3-iodo-7-trifluoromethyl-5-(4-trifluoromethyl-phenyl)-pyrazolo[1,5-a]pyrimidine (example C.1 method 2 step 2) (460 g, 1.0 mmol) and 2-(4-ethynyl-phenyl)-propan-2-ol (example D.4) (161 mg, 1.0 mmol) according to general procedure II. Obtained as an orange solid (300 mg, 60%). MS (ISP) 490.2 [(M+H)+]; mp 170-171° C. The reactants are OC1OCC[C@@H]1NC(=O)[C@H](CC(C)C)NC(=O)C1=CC=2NC3=CC=CC=C3SC2C=C1 (N-[(1S)-1-({[(3S)-2-hydroxytetrahydro-3-furanyl]amino}carbonyl)-3-methyl butyl]-10H-phenothiazine-2-carboxamide), C1(=CC=CC=2SC3=CC=CC=C3NC12)C(=O)O (10H-phenothiazine-1-carboxylic acid). Yields the product OC1OCC[C@@H]1NC(=O)[C@H](CC(C)C)NC(=O)C1=CC=CC=2SC3=CC=CC=C3NC12 (N-[(1S)-1-({[(3S)-2-hydroxytetrahydro-3-furanyl]amino}carbonyl)-3-methylbutyl]-10H-phenothiazine-1-carboxamide). RXN SMILES: [OH:1][CH:2]1[C@@H:6]([NH:7][C:8]([C@@H:10]([NH:15]C(C2C=CC3SC4C(=CC=CC=4)NC=3C=2)=O)[CH2:11][CH:12]([CH3:14])[CH3:13])=[O:9])[CH2:5][CH2:4][O:3]1.[C:32]1([C:46]([OH:48])=O)[C:45]2[NH:44][C:43]3[C:38](=[CH:39][CH:40]=[CH:41][CH:42]=3)[S:37][C:36]=2[CH:35]=[CH:34][CH:33]=1>>[OH:1][CH:2]1[C@@H:6]([NH:7][C:8]([C@@H:10]([NH:15][C:46]([C:32]2[C:45]3[NH:44][C:43]4[C:38](=[CH:39][CH:40]=[CH:41][CH:42]=4)[S:37][C:36]=3[CH:35]=[CH:34][CH:33]=2)=[O:48])[CH2:11][CH:12]([CH3:13])[CH3:14])=[O:9])[CH2:5][CH2:4][O:3]1. Reported procedure: The experimental protocol used is identical to that described for compound 17, with 10H-phenothiazine-1-carboxylic acid replacing 10H-phenothiazine-2-carboxylic acid. Yellow powder. Melting point: 99-101 ° C.